Dataset: the Open Reaction Database (ORD), a public repository of structured organic reaction records. Task: describe an organic reaction: reactants, conditions, products, and yield Starting materials: ClCCl, Fc1ccc(F)c(CBr)c1F, Nc1ncccc1O, [Na+], [OH-], O. Product: Nc1ncccc1OCc1c(F)ccc(F)c1F. As a reaction SMILES: [Cl:9][CH2:10][Cl:11].[F:14][c:15]1[c:16]([CH2:17][Br:18])[c:19]([F:24])[cH:20][cH:21][c:22]1[F:23].[NH2:1][c:2]1[n:3][cH:4][cH:5][cH:6][c:7]1[OH:8].[Na+:13].[OH-:12].[OH2:25]>>[NH2:1][c:2]1[n:3][cH:4][cH:5][cH:6][c:7]1[O:8][CH2:17][c:16]1[c:15]([F:14])[c:22]([F:23])[cH:21][cH:20][c:19]1[F:24]. Run in N1=CC=CC=C1 (pyridine). Procedure details: To a solution of 10-methoxyharmalan (1 mmol) in pyridine (2 ml) is added acetic anhydride (1.1 eq) . After acid hydrolysis and extraction with ethyl acetate, the crude product is flash-chromatographed (eluent: EtOAc/pet. ether; 50/50). The 1-methylene-2-acetyl-6-methoxy-1,2,3,4-tetrahydro-β-carboline elutes off first. Reactants: CC1=C2C(=C3C=C(C=CC3=N2)OC)CCN1 (10-methoxyharmalan), C(C)(=O)OC(C)=O (acetic anhydride), C(C)(=O)OCC (ethyl acetate). Reaction SMILES: [CH3:1][C:2]1[NH:16][CH2:15][CH2:14][C:4]2=[C:5]3[C:10](=[N:11][C:3]=12)[CH:9]=[CH:8][C:7]([O:12][CH3:13])=[CH:6]3.[C:17](OC(=O)C)(=[O:19])[CH3:18].C(OCC)(=O)C>N1C=CC=CC=1>[CH2:1]=[C:2]1[C:3]2[NH:11][C:10]3[C:5](=[CH:6][C:7]([O:12][CH3:13])=[CH:8][CH:9]=3)[C:4]=2[CH2:14][CH2:15][N:16]1[C:17](=[O:19])[CH3:18]. Yields the product C=C1N(CCC=2C3=CC(=CC=C3NC12)OC)C(C)=O (1-Methylene-2-acetyl-6-methoxy-1,2,3,4-tetrahydro-β-carboline). Starting materials: C(CCC)[Li] (n-butyllithium), crude residue, OC(C)(C)C(C)(C)O (pinacol), BrC1=CC(=C(C=C1)Cl)OCC1=CC=C(C=C1)OC (4-bromo-1-chloro-2-(4-methoxy-benzyloxy)-benzene), C(C)(C)OB(OC(C)C)OC(C)C (triisopropylborate). Solvent: hexanes, C1(=CC=CC=C1)C (toluene), O1CCCC1 (tetrahydrofuran). Run at temperature -78 celsius, time 1 hour. Product: ClC1=C(C=C(C=C1)B1OC(C(O1)(C)C)(C)C)OCC1=CC=C(C=C1)OC (2-[4-chloro-3-(4-methoxy-benzyloxy)-phenyl]-4,4,5,5-tetramethyl-[1,3,2]dioxaborolane). Reaction SMILES: Br[C:2]1[CH:7]=[CH:6][C:5]([Cl:8])=[C:4]([O:9][CH2:10][C:11]2[CH:16]=[CH:15][C:14]([O:17][CH3:18])=[CH:13][CH:12]=2)[CH:3]=1.C(O[B:23]([O:28][CH:29]([CH3:31])[CH3:30])[O:24][CH:25]([CH3:27])[CH3:26])(C)C.C([Li])CCC.OC(C(O)(C)C)(C)C>O1CCCC1.C1(C)C=CC=CC=1>[Cl:8][C:5]1[CH:6]=[CH:7][C:2]([B:23]2[O:24][C:25]([CH3:26])([CH3:27])[C:29]([CH3:30])([CH3:31])[O:28]2)=[CH:3][C:4]=1[O:9][CH2:10][C:11]1[CH:16]=[CH:15][C:14]([O:17][CH3:18])=[CH:13][CH:12]=1. Reported procedure: To a solution of 4-bromo-1-chloro-2-(4-methoxy-benzyloxy)-benzene (0.35 g) in tetrahydrofuran (10 ml) under nitrogen was added triisopropylborate (0.29 ml). The mixture was cooled to −78° C. and 2.5M n-butyllithium solution in hexanes was added. The reaction mixture was stirred at −40° C. for 1 hour, then warmed to 20° C. and quenched with 2M hydrochloric acid (aq) (2 ml). The reaction mixture was warmed to room temperature and stirred for 1 hour. The reaction mixture was adjusted to pH 7 using ... Starting materials: [H-].[Al+3].[Li+].[H-].[H-].[H-] (lithium aluminium hydride), C(#N)CC1COC2=CC=CC=C2C1 (3-cyanomethylchroman), [OH-].[Na+] (sodium hydroxide), [Cl-].[Al+3].[Cl-].[Cl-] (aluminium chloride). Run in C(C)OCC (diethyl ether), O (water), O1CCCC1 (tetrahydrofuran), O (water), C(C)OCC (diethyl ether). Reaction conditions: time 16 hour. The product is NCCC1COC2=CC=CC=C2C1 (3-(2-aminoethyl)chroman). Isolated yield 90.0%. As a reaction SMILES: [Cl-].[Al+3].[Cl-].[Cl-].[H-].[Al+3].[Li+].[H-].[H-].[H-].[C:11]([CH2:13][CH:14]1[CH2:23][C:22]2[C:17](=[CH:18][CH:19]=[CH:20][CH:21]=2)[O:16][CH2:15]1)#[N:12].[OH-].[Na+]>C(OCC)C.O1CCCC1.O>[NH2:12][CH2:11][CH2:13][CH:14]1[CH2:23][C:22]2[C:17](=[CH:18][CH:19]=[CH:20][CH:21]=2)[O:16][CH2:15]1 |f:0.1.2.3,4.5.6.7.8.9,11.12|. Procedure: First 4.44 g (33.3 mmol) of aluminium chloride in 150 ml of absolute diethyl ether are added dropwise while stirring at room temperature to a suspension of 7.59 g (200 mmol) of lithium aluminium hydride in 300 ml of absolute diethyl ether. Then 17.32 g (100 mmol) of 3-cyanomethylchroman, dissolved in 200 ml of tetrahydrofuran, are added dropwise within a period of 15 minutes. The reaction mixture is stirred for 16 hours at room temperature and then decomposed with 7.6 ml of water, 7.6 ml of sodi... Reactants: CCOC(=O)c1csc(N2CC(C(C)(C)C)C2O[SiH](c2ccccc2)c2ccccc2)n1, C[Al](C)C, CC(=O)O, CCOC(C)=O, C1COCCN1, c1ccccc1. Yields the product CC(C)(C)C1CN(c2nc(C(=O)N3CCOCC3)cs2)C1O[SiH](c1ccccc1)c1ccccc1. As a reaction SMILES: [C:1]([CH3:2])([CH3:3])([CH3:4])[CH:5]1[CH:6]([O:19][SiH:20]([c:21]2[cH:22][cH:23][cH:24][cH:25][cH:26]2)[c:27]2[cH:28][cH:29][cH:30][cH:31][cH:32]2)[N:7]([c:9]2[s:10][cH:11][c:12]([C:14](=[O:15])[O:16][CH2:17][CH3:18])[n:13]2)[CH2:8]1.[CH3:33][Al:34]([CH3:35])[CH3:36].[CH3:43][C:44](=[O:45])[OH:46].[CH3:47][CH2:48][O:49][C:50](=[O:51])[CH3:52].[O:37]1[CH2:38][CH2:39][NH:40][CH2:41][CH2:42]1.[cH:53]1[cH:54][cH:55][cH:56][cH:57][cH:58]1>>[C:1]([CH3:2])([CH3:3])([CH3:4])[CH:5]1[CH:6]([O:19][SiH:20]([c:21]2[cH:22][cH:23][cH:24][cH:25][cH:26]2)[c:27]2[cH:28][cH:29][cH:30][cH:31][cH:32]2)[N:7]([c:9]2[s:10][cH:11][c:12]([C:14](=[O:15])[N:40]3[CH2:39][CH2:38][O:37][CH2:42][CH2:41]3)[n:13]2)[CH2:8]1. The reactants are BrC=1C=CC2=C(C=C(CCS2(=O)=O)C(=O)NC2=CC=C(C=C2)CN(C2CCOCC2)C)C1 (7-bromo-N-[4-[[N-methyl-N-(tetrahydropyran-4-yl)amino]methyl]phenyl]-1,1-dioxo-2,3-dihydro-1-benzothiepine-4-carboxamide), C1(=CC=CC=C1)C.C(C)O.O (toluene ethanol water), B(OC1=CC=C(C=C1)OCCOCC)([O-])[O-] (4-(2-ethoxyethoxy)phenyl borate), C([O-])([O-])=O.[K+].[K+] (potassium carbonate). Reagents/catalysts: C=1C=CC(=CC1)[P](C=2C=CC=CC2)(C=3C=CC=CC3)[Pd]([P](C=4C=CC=CC4)(C=5C=CC=CC5)C=6C=CC=CC6)([P](C=7C=CC=CC7)(C=8C=CC=CC8)C=9C=CC=CC9)[P](C=1C=CC=CC1)(C=1C=CC=CC1)C=1C=CC=CC1 (tetrakistriphenylphosphinepalladium). Run in O (water). Conditions: time 30 minute. Product: C(C)OCCOC1=CC=C(C=C1)C=1C=CC2=C(C=C(CCS2(=O)=O)C(=O)NC2=CC=C(C=C2)CN(C2CCOCC2)C)C1 (7-[4-(2-ethoxyethoxy)phenyl]-N-[4-[[N-methyl-N-(tetrahydropyran-4-yl)amino]methyl]phenyl]-1,1-dioxo-2,3-dihydro-1-benzothiepine-4-carboxamide). Yield: 76.6%. RXN SMILES: Br[C:2]1[CH:3]=[CH:4][C:5]2[S:11](=[O:13])(=[O:12])[CH2:10][CH2:9][C:8]([C:14]([NH:16][C:17]3[CH:22]=[CH:21][C:20]([CH2:23][N:24]([CH3:31])[CH:25]4[CH2:30][CH2:29][O:28][CH2:27][CH2:26]4)=[CH:19][CH:18]=3)=[O:15])=[CH:7][C:6]=2[CH:32]=1.C1(C)C=CC=CC=1.C(O)C.O.B([O-])([O-])O[C:46]1[CH:51]=[CH:50][C:49]([O:52][CH2:53][CH2:54][O:55][CH2:56][CH3:57])=[CH:48][CH:47]=1.C(=O)([O-])[O-].[K+].[K+]>C1C=CC([P]([Pd]([P](C2C=CC=CC=2)(C2C=CC=CC=2)C2C=CC=CC=2)([P](C2C=CC=CC=2)(C2C=CC=CC=2)C2C=CC=CC=2)[P](C2C=CC=CC=2)(C2C=CC=CC=2)C2C=CC=CC=2)(C2C=CC=CC=2)C2C=CC=CC=2)=CC=1.O>[CH2:56]([O:55][CH2:54][CH2:53][O:52][C:49]1[CH:50]=[CH:51][C:46]([C:2]2[CH:3]=[CH:4][C:5]3[S:11](=[O:12])(=[O:13])[CH2:10][CH2:9][C:8]([C:14]([NH:16][C:17]4[CH:18]=[CH:19][C:20]([CH2:23][N:24]([CH3:31])[CH:25]5[CH2:26][CH2:27][O:28][CH2:29][CH2:30]5)=[CH:21][CH:22]=4)=[O:15])=[CH:7][C:6]=3[CH:32]=2)=[CH:47][CH:48]=1)[CH3:57] |f:1.2.3,5.6.7,^1:69,71,90,109|. Procedure: To 7-bromo-N-[4-[[N-methyl-N-(tetrahydropyran-4-yl)amino]methyl]phenyl]-1,1-dioxo-2,3-dihydro-1-benzothiepine-4-carboxamide (350 mg) was added toluene/ethanol/water (10/1/1, 13.6 ml) and then were added 4-(2-ethoxyethoxy)phenyl borate (226 mg) and potassium carbonate (205 mg), and the mixture was stirred at room temperature for 30 minutes. To the mixture was added tetrakistriphenylphosphinepalladium (40 mg), and the mixture was stirred at 100° C. for 9 hours and cooled to room temperature. The m...